Dataset: the Open Reaction Database (ORD), a public repository of structured organic reaction records. Task: describe an organic reaction: reactants, conditions, products, and yield Product: CC1(c2cnc(Br)s2)OCCO1. Reactants: CC(=O)c1cnc(Br)s1, COC(OC)OC, N#N, [Na+], O=C([O-])O, OCCO. Reaction SMILES: [Br:3][c:4]1[s:5][c:6]([C:9]([CH3:10])=[O:11])[cH:7][n:8]1.[CH3:16][O:17][CH:18]([O:19][CH3:20])[O:21][CH3:22].[N:1]#[N:2].[Na+:27].[O-:23][C:24]([OH:25])=[O:26].[OH:12][CH2:13][CH2:14][OH:15]>>[Br:3][c:4]1[s:5][c:6]([C:9]2([CH3:10])[O:11][CH2:14][CH2:13][O:12]2)[cH:7][n:8]1. Starting materials: CCOP(=O)(CCCCCCCCCCCCBr)OCC, Cl, NC(N)=S, [Na+], [OH-], O. The product is CCOP(=O)(CCCCCCCCCCCCS)OCC. As a reaction SMILES: [Br:1][CH2:2][CH2:3][CH2:4][CH2:5][CH2:6][CH2:7][CH2:8][CH2:9][CH2:10][CH2:11][CH2:12][CH2:13][P:14]([O:15][CH2:16][CH3:17])([O:18][CH2:19][CH3:20])=[O:21].[ClH:28].[NH2:22][C:23]([NH2:24])=[S:25].[Na+:27].[OH-:26].[OH2:29]>>[CH2:2]([CH2:3][CH2:4][CH2:5][CH2:6][CH2:7][CH2:8][CH2:9][CH2:10][CH2:11][CH2:12][CH2:13][P:14]([O:15][CH2:16][CH3:17])([O:18][CH2:19][CH3:20])=[O:21])[SH:25].